This data is from the Open Reaction Database (ORD), a public repository of structured organic reaction records. The task is: describe an organic reaction: reactants, conditions, products, and yield Reactants: N1CCC(CC1)C(=O)O (piperidine-4-carboxylic acid), C1=C(C=CC2=CC=CC=C12)S(=O)(=O)Cl (2-naphthylsulfonyl chloride). Run in N1=CC=CC=C1 (pyridine). Reaction conditions: time 5 hour. Product: C1=C(C=CC2=CC=CC=C12)S(=O)(=O)N1CCC(CC1)C(=O)O (1-(2-Naphthylsulfonyl)piperidine-4-carboxylic acid). The yield is 75.9%. RXN SMILES: [NH:1]1[CH2:6][CH2:5][CH:4]([C:7]([OH:9])=[O:8])[CH2:3][CH2:2]1.[CH:10]1[C:19]2[C:14](=[CH:15][CH:16]=[CH:17][CH:18]=2)[CH:13]=[CH:12][C:11]=1[S:20](Cl)(=[O:22])=[O:21]>N1C=CC=CC=1>[CH:10]1[C:19]2[C:14](=[CH:15][CH:16]=[CH:17][CH:18]=2)[CH:13]=[CH:12][C:11]=1[S:20]([N:1]1[CH2:6][CH2:5][CH:4]([C:7]([OH:9])=[O:8])[CH2:3][CH2:2]1)(=[O:21])=[O:22]. Reported procedure: 26.0 g (0.2 mol) of piperidine-4-carboxylic acid were dissolved in 250 ml of pyridine and the solution was treated with 47.6 g (0.2 mol) of 2-naphthylsulfonyl chloride in portions at room temperature. The whole was stirred at room temperature for about 5 h. The reaction mixture was concentrated under reduced pressure and the residue was partitioned between ethyl acetate and 2 M hydrochloric acid. The organic phase was dried and concentrated under reduced pressure. 48.5 g (75%) of the product wer...